Dataset: the Open Reaction Database (ORD), a public repository of structured organic reaction records. Task: describe an organic reaction: reactants, conditions, products, and yield As a reaction SMILES: [Br:1][c:2]1[cH:3][c:4]([O:28][CH3:29])[c:5](-[c:8]2[c:9]3[n:10]([cH:11][cH:12][n:13]2)[c:14]([N:19]([CH2:20][CH:21]2[CH2:22][CH2:23]2)[CH2:24][CH:25]2[CH2:26][CH2:27]2)[c:15]([S:17][CH3:18])[n:16]3)[cH:6][cH:7]1.[C-:41]#[N:42].[C-:44]#[N:45].[CH3:30][CH2:31][O:32][C:33](=[O:34])[CH3:35].[CH3:36][N:37]([CH3:38])[CH:39]=[O:40].[Zn+2:43]>>[c:2]1([C:36]#[N:37])[cH:3][c:4]([O:28][CH3:29])[c:5](-[c:8]2[c:9]3[n:10]([cH:11][cH:12][n:13]2)[c:14]([N:19]([CH2:20][CH:21]2[CH2:22][CH2:23]2)[CH2:24][CH:25]2[CH2:26][CH2:27]2)[c:15]([S:17][CH3:18])[n:16]3)[cH:6][cH:7]1. Starting materials: COc1cc(Br)ccc1-c1nccn2c(N(CC3CC3)CC3CC3)c(SC)nc12, [C-]#N, [C-]#N, CCOC(C)=O, CN(C)C=O, [Zn+2]. Product: COc1cc(C#N)ccc1-c1nccn2c(N(CC3CC3)CC3CC3)c(SC)nc12.